This data is from the Open Reaction Database (ORD), a public repository of structured organic reaction records. The task is: describe an organic reaction: reactants, conditions, products, and yield The reactants are [Al+3], C1CCOC1, CCN(CC)C(=O)C(c1ccccc1C)N1CCNCC1, [H-], [H-], [H-], [H-], [Li+]. The product is CCN(CC)CC(c1ccccc1C)N1CCNCC1. As a reaction SMILES: [Al+3:2].[CH2:28]1[O:29][CH2:30][CH2:31][CH2:32]1.[CH2:7]([CH3:8])[N:9]([C:10]([CH:11]([c:12]1[c:13]([CH3:18])[cH:14][cH:15][cH:16][cH:17]1)[N:19]1[CH2:20][CH2:21][NH:22][CH2:23][CH2:24]1)=[O:25])[CH2:26][CH3:27].[H-:1].[H-:4].[H-:5].[H-:6].[Li+:3]>>[CH2:7]([CH3:8])[N:9]([CH2:10][CH:11]([c:12]1[c:13]([CH3:18])[cH:14][cH:15][cH:16][cH:17]1)[N:19]1[CH2:20][CH2:21][NH:22][CH2:23][CH2:24]1)[CH2:26][CH3:27].